From a dataset of the Open Reaction Database (ORD), a public repository of structured organic reaction records. describe an organic reaction: reactants, conditions, products, and yield Starting materials: COB(OC)OC (Trimethylborate), C1CCOC1 (THF), C1(=CC=C(C=C1)P)C (para-Tolylphosphine), BrC1=NC=CC=C1 (2-bromopyridine), C([O-])([O-])=O.[K+].[K+] (potassium carbonate), BrC=1NC2=CC=CC=C2C1 (2-bromoindole), C1CCOC1 (THF), N-BuLi. The reagents and catalysts are C(C)(=O)[O-].[Pd+2].C(C)(=O)[O-] (Palladium acetate). The solvent is CO (MeOH), O (water), CC(C)(C)OC (TBME). Reaction conditions: temperature -78 celsius, time 30 minute. Product: C1(CCCC1)N1C(=C(C2=CC(=CC=C12)C(=O)OC)C)C1=NC=CC=C1 (Methyl 1-cyclopentyl-3-methyl-2-(2-pyridyl)indole-5-carboxylate). As a reaction SMILES: Br[C:2]1[NH:3][C:4]2[C:9]([CH:10]=1)=[CH:8][CH:7]=[CH:6][CH:5]=2.COB([O:16][CH3:17])OC.[C:18]1([CH3:25])[CH:23]=[CH:22][C:21](P)=CC=1.Br[C:27]1[CH:32]=[CH:31][CH:30]=[CH:29][N:28]=1.[C:33](=[O:36])([O-])[O-].[K+].[K+].[CH2:39]1COCC1>C([O-])(=O)C.[Pd+2].C([O-])(=O)C.O.CC(OC)(C)C.CO>[CH:21]1([N:3]2[C:4]3[C:9](=[CH:8][C:7]([C:33]([O:16][CH3:17])=[O:36])=[CH:6][CH:5]=3)[C:10]([CH3:39])=[C:2]2[C:27]2[CH:32]=[CH:31][CH:30]=[CH:29][N:28]=2)[CH2:22][CH2:23][CH2:18][CH2:25]1 |f:4.5.6,8.9.10|. Procedure: The 2-bromoindole from above (1.53 g, 4.55 mmol, 1.0 equiv.) was dissolved in anhydrous THF (20 mL) and the solution was cooled to −78° C. under an argon atmosphere. N-BuLi (solution in hexane, 4.78 mmol, 1.05 equiv.) was added dropwise and the mixture was stirred 30 min in the cold. Trimethylborate (0.62 mL, 5.46 mmol, 1.2 equiv.) was added dropwise and the solution stirred at −78° C. for 40 min and then at 0° C. for 1 h. Finally the reaction mixture was allowed to warm up to room temperature a... The yield is 70.8%. Reaction SMILES: C([Li])CCC.Br[C:7]1[CH:12]=[C:11](Br)[CH:10]=[C:9]([Br:14])[CH:8]=1.[F:15][C:16]1[CH:23]=[CH:22][C:19]([CH:20]=[O:21])=[CH:18][CH:17]=1.CN(C)[CH:26]=[O:27]>CCCCCC.C(OCC)C.O>[Br:14][C:9]1[CH:10]=[C:11]([CH:12]=[C:7]([CH:20]([C:19]2[CH:22]=[CH:23][C:16]([F:15])=[CH:17][CH:18]=2)[OH:21])[CH:8]=1)[CH:26]=[O:27]. Procedure: A 2.5M solution of n-butyllithium in hexane (22.0 ml) was added dropwise to a stirred suspension of 1,3,5-tribromobenzene (15.74 g) in dry diethyl ether (500 ml) at -78° C. under an atmosphere of dry nitrogen. The resulting mixture was stirred at this temperature for 30 minutes and then 4-fluorobenzaldehyde (6.83 g) was added dropwise. Stirring at -78° C. was continued for a further 30 minutes and then another equivalent of n-butyllithium (22.0 ml of 2.5M solution in hexane) was added dropwise. ... Reaction conditions: time 30 minute. The reactants are solution, C(CCC)[Li] (n-butyllithium), BrC1=CC(=CC(=C1)Br)Br (1,3,5-tribromobenzene), FC1=CC=C(C=O)C=C1 (4-fluorobenzaldehyde), C(CCC)[Li] (n-butyllithium), CN(C=O)C (N,N-dimethylformamide). The product is BrC=1C=C(C=O)C=C(C1)C(O)C1=CC=C(C=C1)F (3-Bromo-5-[(4-fluorophenyl)hydroxymethyl]benzaldehyde). The solvent is CCCCCC (hexane), C(C)OCC (diethyl ether), O (water). Starting materials: CSC1=CC=C(C#N)C=C1 (4-methylthiobenzonitrile), C(C)C1=CC=C(N)C=C1 (4-ethylaniline). Yields the product C(C)C1=CC=C(C=C1)NC(=N)C1=CC=C(C=C1)SC (N-(4-Ethylphenyl)-4-(methylthio)benzenecarboximidamide). The yield is 81.1%. As a reaction SMILES: [CH3:1][S:2][C:3]1[CH:10]=[CH:9][C:6]([C:7]#[N:8])=[CH:5][CH:4]=1.[CH2:11]([C:13]1[CH:19]=[CH:18][C:16]([NH2:17])=[CH:15][CH:14]=1)[CH3:12]>>[CH2:11]([C:13]1[CH:19]=[CH:18][C:16]([NH:17][C:7]([C:6]2[CH:9]=[CH:10][C:3]([S:2][CH3:1])=[CH:4][CH:5]=2)=[NH:8])=[CH:15][CH:14]=1)[CH3:12]. Procedure details: The title compound was prepared from 4-methylthiobenzonitrile (1.23 g, 8.2 mmol) and 4-ethylaniline (1 g, 8.2 mmol) by following the procedure described in preparation 10 (1.81 g, yield 81.1%, mp 156-158° C., purity 98.6% by HPLC). 1H-NMR (CDCl3): δ 1.22-1.26 (t, 3H), 2.51 (s, 3H), 2.60-2.66 (q, 2H), 4.70 (bs, 2H, D2O exchangeable), 6.89-6.91 (d, 2H), 7.17-7.19 (d, 2H), 7.26-7.29 (m, 2H), 7.79-7.81 (d, 2H). MS m/z:271.3 (M+). The reactants are C(CC(O)(C(=O)O)CC(=O)O)(=O)O (citric acid), C(C1=CC=CC=C1)(=O)NC1=C(C(=O)OC(C)(C)C)C=CC(=C1)Br (tert-butyl 2-(benzamido)-4-bromobenzoate), ClC=1C=C(C=C)C=CC1 (3-chlorostyrene), C(CCC)N(CCCC)CCCC (tributylamine), F[B-](F)(F)F.C(C)(C)(C)P(C(C)(C)C)C(C)(C)C (tri-tert-butylphosphine tetrafluoroborate), ClC=1C=C(C=C)C=CC1 (3-chlorostyrene), F[B-](F)(F)F.C(C)(C)(C)P(C(C)(C)C)C(C)(C)C (tri-tert-butylphosphine tetrafluoroborate). The reagents and catalysts are C(C)(=O)[O-].[Pd+2].C(C)(=O)[O-] (palladium acetate), C(C)(=O)[O-].[Pd+2].C(C)(=O)[O-] (palladium acetate). The solvent is C(C)(=O)OCC (ethyl acetate), CN(C(C)=O)C (N,N-dimethylacetamide). Conditions: temperature 110 celsius, time 30 minute. Product: C(C1=CC=CC=C1)(=O)NC1=C(C(=O)OC(C)(C)C)C=CC(=C1)\C=C\C1=CC(=CC=C1)Cl (tert-butyl 2-(benzamido)-4-((E)-2-(3-chlorophenyl)vinyl)benzoate). As a reaction SMILES: [Cl:1][C:2]1[CH:3]=[C:4]([CH:7]=[CH:8][CH:9]=1)[CH:5]=[CH2:6].C(N(CCCC)CCCC)CCC.F[B-](F)(F)F.C(P(C(C)(C)C)C(C)(C)C)(C)(C)C.[C:41]([NH:49][C:50]1[CH:62]=[C:61](Br)[CH:60]=[CH:59][C:51]=1[C:52]([O:54][C:55]([CH3:58])([CH3:57])[CH3:56])=[O:53])(=[O:48])[C:42]1[CH:47]=[CH:46][CH:45]=[CH:44][CH:43]=1.C(O)(=O)CC(CC(O)=O)(C(O)=O)O>C([O-])(=O)C.[Pd+2].C([O-])(=O)C.C(OCC)(=O)C.CN(C)C(=O)C>[C:41]([NH:49][C:50]1[CH:62]=[C:61](/[CH:6]=[CH:5]/[C:4]2[CH:7]=[CH:8][CH:9]=[C:2]([Cl:1])[CH:3]=2)[CH:60]=[CH:59][C:51]=1[C:52]([O:54][C:55]([CH3:57])([CH3:58])[CH3:56])=[O:53])(=[O:48])[C:42]1[CH:43]=[CH:44][CH:45]=[CH:46][CH:47]=1 |f:2.3,6.7.8|. Reported procedure: 0.076 mL of 3-chlorostyrene, 0.19 mL of tributylamine, 2.9 mg of tri-tert-butylphosphine tetrafluoroborate and 4.5 mg of palladium acetate were added to 2.0 mL of N,N-dimethylacetamide solution containing 0.15 g of tert-butyl 2-(benzamido)-4-bromobenzoate at room temperature and stirred under nitrogen atmosphere at 110° C. for 4 hours and 30 minutes. After the reaction mixture was cooled to room temperature, 0.025 mL of 3-chlorostyrene, 2.9 mg of tri-tert-butylphosphine tetrafluoroborate and 4.5... Reactants: O (water), C([O-])([O-])=O.[K+].[K+] (Potassium carbonate), CI (methyl iodide), FC(C(=O)NC=1C=C2C=NNC2=CC1)(F)F (2,2,2-trifluoro-N-(1H-indazol-5-yl)acetamide). Solvent: CN(C=O)C (N,N-dimethylformamide). Conditions: time 8 hour. Yields the product FC(C(=O)N(C)C=1C=C2C=NNC2=CC1)(F)F (2,2,2-trifluoro-N-(1H-indazol-5-yl)-N-methylacetamide). Isolated yield 63.9%. As a reaction SMILES: [C:1](=O)([O-])[O-].[K+].[K+].CI.[F:9][C:10]([F:24])([F:23])[C:11]([NH:13][C:14]1[CH:15]=[C:16]2[C:20](=[CH:21][CH:22]=1)[NH:19][N:18]=[CH:17]2)=[O:12].O>CN(C)C=O>[F:24][C:10]([F:9])([F:23])[C:11]([N:13]([C:14]1[CH:15]=[C:16]2[C:20](=[CH:21][CH:22]=1)[NH:19][N:18]=[CH:17]2)[CH3:1])=[O:12] |f:0.1.2|. Reported procedure: Potassium carbonate (415 mg, 3.00 mmol) and methyl iodide (0.20 ml, 3.21 mmol) were added to a solution of 2,2,2-trifluoro-N-(1H-indazol-5-yl)acetamide (688 mg, 3.00 mmol) in N,N-dimethylformamide (4 ml) at room temperature and stirred overnight at room temperature. Then, the reaction solution was poured into water and extracted with ethyl acetate. The organic layer was washed with a saturated aqueous sodium chloride solution and then dried over anhydrous magnesium sulfate. The solvent was disti... RXN SMILES: [C:1](=[O:2])([OH:3])[CH2:4][CH2:5][CH2:6][CH2:7][CH2:8][CH2:9][CH2:10][CH2:11][CH2:12][CH2:13][CH2:14][CH2:15][CH2:16][CH2:17][CH2:18][CH2:19][CH2:20][NH:21][C:22]([CH:23]=[CH:24][C:25](=[O:26])[OH:27])=[O:28].[CH3:29][C:30]([O:31][C:32](=[O:33])[CH3:34])=[O:35].[CH3:37][C:38](=[O:39])[O-:40].[Na+:36]>>[C:1](=[O:2])([OH:3])[CH2:4][CH2:5][CH2:6][CH2:7][CH2:8][CH2:9][CH2:10][CH2:11][CH2:12][CH2:13][CH2:14][CH2:15][CH2:16][CH2:17][CH2:18][CH2:19][CH2:20][N:21]1[C:22](=[O:28])[CH:23]=[CH:24][C:25]1=[O:27]. The product is O=C(O)CCCCCCCCCCCCCCCCCN1C(=O)C=CC1=O. The reactants are O=C(O)C=CC(=O)NCCCCCCCCCCCCCCCCCC(=O)O, CC(=O)OC(C)=O, CC(=O)[O-], [Na+]. The reactants are C(C)(C)(C)OC(NC1(CCC1)C1=CC=C(C=C1)C=1C(=CC2=C(OCC(N2)=S)N1)C1=CC=CC=C1)=O (tert-butyl(1-(4-(7-phenyl-2-thioxo-2,3-dihydro-1H-pyrido[2,3-b][1,4]oxazin-6-yl)phenyl)cyclobutyl)carbamate), C(C1=CC=NC=C1)(=O)NN (isonicotinic acid hydrazide). Run in CC=1C=CC(=CC1)C (p-xylene). Run at temperature 150 celsius. The product is C1(=CC=CC=C1)C1=CC2=C(OCC=3N2C(=NN3)C3=CC=NC=C3)N=C1C1=CC=C(C=C1)C1(CCC1)NC(OC(C)(C)C)=O (Tert-butyl (1-(4-(8-phenyl-1-(pyridin-4-yl)-4H-pyrido[2,3-b][1,2,4]triazolo[4,3-d][1,4]oxazin-7-yl)phenyl)cyclobutyl)carbamate). Isolated yield 11.9%. As a reaction SMILES: [C:1]([O:5][C:6](=[O:35])[NH:7][C:8]1([C:12]2[CH:17]=[CH:16][C:15]([C:18]3[C:19]([C:29]4[CH:34]=[CH:33][CH:32]=[CH:31][CH:30]=4)=[CH:20][C:21]4[NH:26][C:25](=S)[CH2:24][O:23][C:22]=4[N:28]=3)=[CH:14][CH:13]=2)[CH2:11][CH2:10][CH2:9]1)([CH3:4])([CH3:3])[CH3:2].[C:36]([NH:44][NH2:45])(=O)[C:37]1[CH:42]=[CH:41][N:40]=[CH:39][CH:38]=1>CC1C=CC(C)=CC=1>[C:29]1([C:19]2[C:18]([C:15]3[CH:16]=[CH:17][C:12]([C:8]4([NH:7][C:6](=[O:35])[O:5][C:1]([CH3:4])([CH3:3])[CH3:2])[CH2:11][CH2:10][CH2:9]4)=[CH:13][CH:14]=3)=[N:28][C:22]3[O:23][CH2:24][C:25]4[N:26]([C:36]([C:37]5[CH:42]=[CH:41][N:40]=[CH:39][CH:38]=5)=[N:44][N:45]=4)[C:21]=3[CH:20]=2)[CH:34]=[CH:33][CH:32]=[CH:31][CH:30]=1. Procedure: A suspension of tert-butyl(1-(4-(7-phenyl-2-thioxo-2,3-dihydro-1H-pyrido[2,3-b][1,4]oxazin-6-yl)phenyl)cyclobutyl)carbamate (100 mg, 0.205 mmol) and isonicotinic acid hydrazide (127 mg, 0.923 mmol) in p-xylene (2 ml) was heated to 150° C. for 15 minutes under microwave irradiation. The resulting reaction mixture was concentrated to dryness under reduced pressure and purified by Biotage silica gel chromatography (gradient 0% to 20% ethyl acetate in n-hexanes) to give the title compound (14 mg, 12... The reactants are S(O)(O)(=O)=O (sulfuric acid), ClC1=CC(=C(C=C1)C=1C(N(C(=CN1)C(F)(F)F)C)=O)F (3-(4-chloro-2-fluorophenyl)-1-methyl-6-trifluoromethyl-2-oxo-1,2-dihydropyrazine), ClC1=CC(=C(C=C1)C=1C(N(C(=CN1)C(F)(F)F)C)=O)F (3-(4-chloro-2-fluorophenyl)-1-methyl-6-trifluoromethyl-2-oxo-1,2-dihydropyrazine), [N+](=O)(O)[O-] (nitric acid), ice water. Conditions: time 1 hour. The product is ClC1=CC(=C(C=C1[N+](=O)[O-])C=1C(N(C(=CN1)C(F)(F)F)C)=O)F (3-(4-chloro-2-fluoro-5-nitrophenyl)-1-methyl-6-trifluoromethyl-2-oxo-1,2-dihydropyrazine). Yield: 95.0%. RXN SMILES: S(=O)(=O)(O)O.[Cl:6][C:7]1[CH:12]=[CH:11][C:10]([C:13]2[C:14](=[O:24])[N:15]([CH3:23])[C:16]([C:19]([F:22])([F:21])[F:20])=[CH:17][N:18]=2)=[C:9]([F:25])[CH:8]=1.[N+:26]([O-])([OH:28])=[O:27]>>[Cl:6][C:7]1[C:12]([N+:26]([O-:28])=[O:27])=[CH:11][C:10]([C:13]2[C:14](=[O:24])[N:15]([CH3:23])[C:16]([C:19]([F:22])([F:20])[F:21])=[CH:17][N:18]=2)=[C:9]([F:25])[CH:8]=1. Procedure details: To 3.3 ml of concentrated sulfuric acid was added 0.50 g of 3-(4chloro-2-fluorophenyl)-1-methyl-6-trifluoromethyl-2-oxo-1,2-dihydropyrazine (present compound 1-11) at 5° C. Furthermore, 0.17 ml of 61% nitric acid was added, and the mixture was stirred at room temperature for 1 hour. After completion of the reaction, the reaction mixture was added to ice water, followed by extraction with ethyl acetate. The organic layer was washed with water and then saturated sodium chloride solution, dried wit...